Dataset: the Open Reaction Database (ORD), a public repository of structured organic reaction records. Task: describe an organic reaction: reactants, conditions, products, and yield Reactants: CC(C)(C)c1ccc(C#N)c(=O)[nH]1, CCO, CCO, CO, [K+], [Na+], C1CCOC1, [OH-], [OH-], N#Cc1cccnc1. Product: CC(C)(C)c1ccc(C(=O)O)c(=O)[nH]1. As a reaction SMILES: [C:1]([CH3:2])([CH3:3])([CH3:4])[c:5]1[cH:6][cH:7][c:8]([C:12]#[N:13])[c:9](=[O:11])[nH:10]1.[CH2:34]([OH:35])[CH3:36].[CH3:26][CH2:27][OH:28].[CH3:37][OH:38].[K+:15].[Na+:25].[O:29]1[CH2:30][CH2:31][CH2:32][CH2:33]1.[OH-:14].[OH-:24].[n:16]1[cH:17][cH:18][cH:19][c:20]([C:21]#[N:22])[cH:23]1>>[C:1]([CH3:2])([CH3:3])([CH3:4])[c:5]1[cH:6][cH:7][c:8]([C:12](=[O:14])[OH:24])[c:9](=[O:11])[nH:10]1. Starting materials: C1CCOC1, COC(=O)CCC(C(N)=O)N1Cc2c(O)cccc2C1=O, CC(C)OC(=O)N=NC(=O)OC(C)C, OCc1ccc(CN2CCCC2)cc1. The product is COC(=O)CCC(C(N)=O)N1Cc2c(OCc3ccc(CN4CCCC4)cc3)cccc2C1=O. Reaction SMILES: [CH2:50]1[O:51][CH2:52][CH2:53][CH2:54]1.[CH3:1][O:2][C:3]([CH2:4][CH2:5][CH:6]([N:7]1[C:8](=[O:17])[c:9]2[cH:10][cH:11][cH:12][c:13]([OH:16])[c:14]2[CH2:15]1)[C:18]([NH2:19])=[O:20])=[O:21].[N:22]([C:23]([O:24][CH:25]([CH3:26])[CH3:27])=[O:28])=[N:29][C:30]([O:31][CH:32]([CH3:33])[CH3:34])=[O:35].[N:36]1([CH2:41][c:42]2[cH:43][cH:44][c:45]([CH2:48][OH:49])[cH:46][cH:47]2)[CH2:37][CH2:38][CH2:39][CH2:40]1>>[CH3:1][O:2][C:3]([CH2:4][CH2:5][CH:6]([N:7]1[C:8](=[O:17])[c:9]2[cH:10][cH:11][cH:12][c:13]([O:16][CH2:48][c:45]3[cH:44][cH:43][c:42]([CH2:41][N:36]4[CH2:37][CH2:38][CH2:39][CH2:40]4)[cH:47][cH:46]3)[c:14]2[CH2:15]1)[C:18]([NH2:19])=[O:20])=[O:21]. Starting materials: OCC1CC=2C(N(C=3N=CC=CC3C2O1)C1=CC=CC=C1)=O (3,5-DIHYDRO-2-(HYDROXYMETHYL)-5-PHENYL-FURO(3,2-c)-1,8-NAPHTHYRIDIN-4(2H)-ONE), C(C)(=O)OC(C)=O (acetic anhydride). Run in C1=CC=CC=C1 (benzene). The product is C(C)(=O)OCC1CC=2C(N(C=3N=CC=CC3C2O1)C1=CC=CC=C1)=O (2-(ACETYLOXYMETHYL)-3,5-DIHYDRO-5-PHENYL-FURO(3,2-c)-1,8-NAPHTHYRIDIN-4(2H)-ONE). Reaction SMILES: [OH:1][CH2:2][CH:3]1[O:15][C:14]2[C:13]3[CH:12]=[CH:11][CH:10]=[N:9][C:8]=3[N:7]([C:16]3[CH:21]=[CH:20][CH:19]=[CH:18][CH:17]=3)[C:6](=[O:22])[C:5]=2[CH2:4]1.[C:23](OC(=O)C)(=[O:25])[CH3:24]>C1C=CC=CC=1>[C:23]([O:1][CH2:2][CH:3]1[O:15][C:14]2[C:13]3[CH:12]=[CH:11][CH:10]=[N:9][C:8]=3[N:7]([C:16]3[CH:17]=[CH:18][CH:19]=[CH:20][CH:21]=3)[C:6](=[O:22])[C:5]=2[CH2:4]1)(=[O:25])[CH3:24]. Procedure: The product of Example 2 is refluxed with acetic anhydride in benzene, and the resultant product is recrystallized from isopropyl acetate to give the title compound, m.p. 207°-208° C. The reactants are CC(C)C[Al+]CC(C)C, Cc1ccccc1, COC(=O)c1cn(S(=O)(=O)c2cccc(Cl)c2)c(-c2ccccc2)c1C, Cl, [H-], C1CCOC1. Yields the product Cc1c(C=O)cn(S(=O)(=O)c2cccc(Cl)c2)c1-c1ccccc1. RXN SMILES: [CH2:35]([Al+:36][CH2:37][CH:38]([CH3:39])[CH3:40])[CH:41]([CH3:42])[CH3:43].[CH3:27][c:28]1[cH:29][cH:30][cH:31][cH:32][cH:33]1.[Cl:1][c:2]1[cH:3][c:4]([S:8](=[O:9])(=[O:10])[n:11]2[cH:12][c:13]([C:23](=[O:24])[O:25][CH3:26])[c:14]([CH3:22])[c:15]2-[c:16]2[cH:17][cH:18][cH:19][cH:20][cH:21]2)[cH:5][cH:6][cH:7]1.[ClH:44].[H-:34].[O:45]1[CH2:46][CH2:47][CH2:48][CH2:49]1>>[Cl:1][c:2]1[cH:3][c:4]([S:8](=[O:9])(=[O:10])[n:11]2[cH:12][c:13]([CH:23]=[O:24])[c:14]([CH3:22])[c:15]2-[c:16]2[cH:17][cH:18][cH:19][cH:20][cH:21]2)[cH:5][cH:6][cH:7]1. Starting materials: C(#C)C=1C(=NC(=CC1C(C)C)C1=CC=CC=C1)C1=CC=C(C=C1)F (3-Ethynyl-2-(4-fluorophenyl)-4-(1-methylethyl)-6-phenylpyridine), II (I2). The reagents and catalysts are CC(C)(C#N)N=NC(C)(C)C#N (AIBN), CC(C)(C#N)N=NC(C)(C)C#N (AIBN). Solvent: CCOCC (Et2O), C(CCC)[SnH](CCCC)CCCC (tri-n-butylstannyl hydride). Reaction conditions: temperature 120 celsius, time 2.5 hour. Product: FC1=CC=C(C=C1)C1=NC(=CC(=C1\C=C\I)C(C)C)C1=CC=CC=C1 ((E)-2-(4-Fluorophenyl)-3-(2-iodoethenyl)-4-(1-methylethyl)-6-phenyl-pyridine). Yield: 49.0%. RXN SMILES: [C:1]([C:3]1[C:4]([C:18]2[CH:23]=[CH:22][C:21]([F:24])=[CH:20][CH:19]=2)=[N:5][C:6]([C:12]2[CH:17]=[CH:16][CH:15]=[CH:14][CH:13]=2)=[CH:7][C:8]=1[CH:9]([CH3:11])[CH3:10])#[CH:2].[I:25]I>C([SnH](CCCC)CCCC)CCC.CCOCC.CC(N=NC(C#N)(C)C)(C#N)C>[F:24][C:21]1[CH:22]=[CH:23][C:18]([C:4]2[C:3](/[CH:1]=[CH:2]/[I:25])=[C:8]([CH:9]([CH3:11])[CH3:10])[CH:7]=[C:6]([C:12]3[CH:17]=[CH:16][CH:15]=[CH:14][CH:13]=3)[N:5]=2)=[CH:19][CH:20]=1. Reported procedure: A mixture of 3-Ethynyl-2-(4-fluorophenyl)-4-(1-methylethyl)-6-phenylpyridine (700 mg, 2.22 mmol) (the preparation of which is described in Example 14)and AIBN (11 mg) in tri-n-butylstannyl hydride (1.40 ml) was rapidly heated to 120° C. After 5 minutes of heating, the temperature of the reaction was raised to 140° C. and approximately 12 mg of AIBN was added to the reaction mixture every 0.5 hour thereafter. After 2.5 hours, the mixture was cooled to room temperature, diluted with Et2O (20 ml) a...